describe an organic reaction: reactants, conditions, products, and yield From a dataset of the Open Reaction Database (ORD), a public repository of structured organic reaction records. Starting materials: ClC1=CC(=C(C=N1)NC)C=1C(=NC=CC1)C ((6′-chloro-2-methyl-[3,4′]bipyridinyl-3′-yl)-methyl-amine), C(CCC)[Li] (n-butyllithium), [OH-].[Na+] (sodium hydroxide), FC(C=1C=C(C=C(C1)C(F)(F)F)C(C(=O)Cl)(C)C)(F)F (2-(3,5-bis-trifluoromethyl-phenyl)-2-methyl-propionyl chloride). Run in C1CCOC1 (THF), hexanes. The product is FC(C=1C=C(C=C(C1)C(F)(F)F)C(C(=O)N(C)C=1C=NC(=CC1C=1C(=NC=CC1)C)Cl)(C)C)(F)F (2-(3,5-Bis-trifluoromethyl-phenyl)-N-(6′-chloro-2-methyl-[3,4′]bipyridinyl-3′-yl)-N-methyl-isobutyramide). As a reaction SMILES: [Cl:1][C:2]1[N:7]=[CH:6][C:5]([NH:8][CH3:9])=[C:4]([C:10]2[C:11]([CH3:16])=[N:12][CH:13]=[CH:14][CH:15]=2)[CH:3]=1.C([Li])CCC.[F:22][C:23]([F:41])([F:40])[C:24]1[CH:25]=[C:26]([C:34]([CH3:39])([CH3:38])[C:35](Cl)=[O:36])[CH:27]=[C:28]([C:30]([F:33])([F:32])[F:31])[CH:29]=1.[OH-].[Na+]>C1COCC1>[F:33][C:30]([F:31])([F:32])[C:28]1[CH:27]=[C:26]([C:34]([CH3:38])([CH3:39])[C:35]([N:8]([C:5]2[CH:6]=[N:7][C:2]([Cl:1])=[CH:3][C:4]=2[C:10]2[C:11]([CH3:16])=[N:12][CH:13]=[CH:14][CH:15]=2)[CH3:9])=[O:36])[CH:25]=[C:24]([C:23]([F:40])([F:22])[F:41])[CH:29]=1 |f:3.4|. Reported procedure: To a solution of (6′-chloro-2-methyl-[3,4′]bipyridinyl-3′-yl)-methyl-amine in THF is added a solution of n-butyllithium in hexanes at about −78° C. After 15 min 2-(3,5-bis-trifluoromethyl-phenyl)-2-methyl-propionyl chloride is added. The reaction mixture is allowed to warm to room temperature during 30 min. After addition of an aqueous sodium hydroxide solution, the mixture is extracted with dichloromethane, dried and concentrated to give the compound 2-(3,5-Bis-trifluoromethyl-phenyl)-N-(6′-chl...